From a dataset of the Open Reaction Database (ORD), a public repository of structured organic reaction records. describe an organic reaction: reactants, conditions, products, and yield Reactants: O=C([O-])[O-], CCc1ccc(C(=O)c2cnccc2Cl)cc1, Cl, [Na+], [Na+], OO. The product is CCc1ccc(C(=O)c2cnccc2O)cc1. RXN SMILES: [C:21]([O-:22])(=[O:23])[O-:24].[Cl:1][c:2]1[c:3]([C:8]([c:9]2[cH:10][cH:11][c:12]([CH2:15][CH3:16])[cH:13][cH:14]2)=[O:17])[cH:4][n:5][cH:6][cH:7]1.[ClH:18].[Na+:25].[Na+:26].[OH:19][OH:20]>>[c:2]1([OH:22])[c:3]([C:8]([c:9]2[cH:10][cH:11][c:12]([CH2:15][CH3:16])[cH:13][cH:14]2)=[O:17])[cH:4][n:5][cH:6][cH:7]1. Starting materials: CC1=C(N2C(C(C2SC1)N)=O)C(=O)O (3-methyl-7-amino-8-oxo-5-thia-1-azabicyclo[4.2.0]oct-2-ene-2-carboxylic acid), ClCOC(CC)=O (chloromethylpropionate), ClCCC(C(=O)[O-])(C)C (chloromethylpivalate), C(C)(=O)OCC1=C(N2C(C(C2SC1)N)=O)C(=O)O (3-[(acetyloxy)methyl]-7-amino-8-oxo-5-thia-1-azabicyclo[4.2.0]oct-2-ene-2-carboxylic acid). The product is C(C(C)(C)C)(=O)OCOC(=O)C=1N2C(C(C2SCC1C)N)=O (3-methyl-7-amino-8-oxo-5-thia-1-azabicyclo[4.2.0]oct-2-ene-2-carboxylic acid pivalyloxymethyl ester). RXN SMILES: [CH3:1][C:2]1[CH2:9][S:8][CH:7]2[N:4]([C:5](=[O:11])[CH:6]2[NH2:10])[C:3]=1[C:12]([OH:14])=[O:13].ClC[CH2:17][C:18]([CH3:23])([CH3:22])[C:19]([O-:21])=[O:20].[C:24](OCC1CSC2N(C(=O)C2N)C=1C(O)=O)(=O)C.ClCOC(=O)CC>>[C:19]([O:21][CH2:24][O:13][C:12]([C:3]1[N:4]2[CH:7]([S:8][CH2:9][C:2]=1[CH3:1])[CH:6]([NH2:10])[C:5]2=[O:11])=[O:14])(=[O:20])[C:18]([CH3:23])([CH3:22])[CH3:17]. Reported procedure: When the procedure of Example 8 appropriate amounts of 3-methyl-7-amino-8-oxo-5-thia-1-azabicyclo[4.2.0]oct-2-ene-2-carboxylic acid and chloromethylpivalate are substituted respectively for 3-[(acetyloxy)methyl]-7-amino-8-oxo-5-thia-1-azabicyclo[4.2.0]oct-2-ene-2-carboxylic acid and chloromethylpropionate, 3-methyl-7-amino-8-oxo-5-thia-1-azabicyclo[4.2.0]oct-2-ene-2-carboxylic acid pivalyloxymethyl ester is obtained. Reactants: CC(C)(C)[Si](C)(C)OCCCBr, c1ccc(P(c2ccccc2)c2ccccc2)cc1, c1ccccc1. Product: [Br-], CC(C)(C)[Si](C)(C)OCCC[P+](c1ccccc1)(c1ccccc1)c1ccccc1. Reaction SMILES: [Br:1][CH2:2][CH2:3][CH2:4][O:5][Si:6]([CH3:7])([CH3:8])[C:9]([CH3:10])([CH3:11])[CH3:12].[c:13]1([P:19]([c:20]2[cH:21][cH:22][cH:23][cH:24][cH:25]2)[c:26]2[cH:27][cH:28][cH:29][cH:30][cH:31]2)[cH:14][cH:15][cH:16][cH:17][cH:18]1.[cH:32]1[cH:33][cH:34][cH:35][cH:36][cH:37]1>>[Br-:1].[CH2:2]([CH2:3][CH2:4][O:5][Si:6]([CH3:7])([CH3:8])[C:9]([CH3:10])([CH3:11])[CH3:12])[P+:19]([c:13]1[cH:14][cH:15][cH:16][cH:17][cH:18]1)([c:20]1[cH:21][cH:22][cH:23][cH:24][cH:25]1)[c:26]1[cH:27][cH:28][cH:29][cH:30][cH:31]1. Reactants: O=C(Cl)CCl, ClCCl, FC(F)(F)C1CCCN1. The product is O=C(CCl)N1CCCC1C(F)(F)F. As a reaction SMILES: [Cl:10][CH2:11][C:12](=[O:13])[Cl:14].[Cl:15][CH2:16][Cl:17].[F:1][C:2]([CH:3]1[NH:4][CH2:5][CH2:6][CH2:7]1)([F:8])[F:9]>>[F:1][C:2]([CH:3]1[N:4]([C:12]([CH2:11][Cl:10])=[O:13])[CH2:5][CH2:6][CH2:7]1)([F:8])[F:9]. Starting materials: O=C(NC(=S)NC1CC2CC1CC2(F)F)c1ccccc1, O=C([O-])[O-], CO, [K+], [K+], C1CCOC1, O. The product is NC(=S)NC1CC2CC1CC2(F)F. Reaction SMILES: [C:1](=[O:2])([c:3]1[cH:4][cH:5][cH:6][cH:7][cH:8]1)[NH:9][C:10](=[S:11])[NH:12][CH:13]1[CH:14]2[CH2:15][C:16]([F:20])([F:21])[CH:17]([CH2:18]1)[CH2:19]2.[C:22](=[O:23])([O-:24])[O-:25].[CH3:33][OH:34].[K+:26].[K+:27].[O:28]1[CH2:29][CH2:30][CH2:31][CH2:32]1.[OH2:35]>>[NH2:9][C:10](=[S:11])[NH:12][CH:13]1[CH:14]2[CH2:15][C:16]([F:20])([F:21])[CH:17]([CH2:18]1)[CH2:19]2.